This data is from the Open Reaction Database (ORD), a public repository of structured organic reaction records. The task is: describe an organic reaction: reactants, conditions, products, and yield Starting materials: ClC1N=C2C(=N1)C=CC=C2 (2-chloro-2H-benzimidazole), NC1=CC(=C(C(=O)N[C@@H]2[C@@H](CN(CC2)CCN)OC)C=C1Cl)OC (cis-4-amino-N-[1-(2-aminoethyl)-3-methoxy-4-piperidinyl]-5-chloro-2-methoxybenzamide), [I-].[K+] (potassium iodide), [OH-].[NH4+] (ammonium hydroxide). The reagents and catalysts are CN(C(C)=O)C (N,N-dimethylacetamide). Run in O (water), ClCCl (dichloromethane). Run at temperature 120 celsius, time 4 hour. The product is NC1=CC(=C(C(=O)N[C@@H]2[C@@H](CN(CC2)CCNC2=NC3=C(N2)C=CC=C3)OC)C=C1Cl)OC (cis-4-amino-N-[1-[2-(1H-benzimidazol-2-ylamino)ethyl]-3-methoxy-4-piperidinyl]-5-chloro-2-methoxybenzamide). The yield is 18.6%. Reaction SMILES: Cl[CH:2]1[N:6]=[C:5]2[CH:7]=[CH:8][CH:9]=[CH:10][C:4]2=[N:3]1.[NH2:11][C:12]1[C:31]([Cl:32])=[CH:30][C:15]([C:16]([NH:18][C@H:19]2[CH2:24][CH2:23][N:22]([CH2:25][CH2:26][NH2:27])[CH2:21][C@H:20]2[O:28][CH3:29])=[O:17])=[C:14]([O:33][CH3:34])[CH:13]=1.[I-].[K+].[OH-].[NH4+]>CN(C)C(=O)C.O.ClCCl>[NH2:11][C:12]1[C:31]([Cl:32])=[CH:30][C:15]([C:16]([NH:18][C@H:19]2[CH2:24][CH2:23][N:22]([CH2:25][CH2:26][NH:27][C:2]3[NH:6][C:5]4[CH:7]=[CH:8][CH:9]=[CH:10][C:4]=4[N:3]=3)[CH2:21][C@H:20]2[O:28][CH3:29])=[O:17])=[C:14]([O:33][CH3:34])[CH:13]=1 |f:2.3,4.5|. Procedure details: A dry mixture of 1.8 parts of 2-chloro-2H-benzimidazole, 4.28 parts of cis-4-amino-N-[1-(2-aminoethyl)-3-methoxy-4-piperidinyl]-5-chloro-2-methoxybenzamide and 0.1 parts of of potassium iodide was pulverized. A few drops of N,N-dimethylacetamide were added and the whole was stirred for 4 hours at 120° C. The reaction mixture was taken up in a mixture of water and dichloromethane. The whole was treated with ammonium hydroxide. The organic layer was separated, washed with water, dried, filtered an... The reactants are IC1=CC=C(C(=O)O)C=C1 (4-iodobenzoic acid), C(C=1C(S)=CC=CC1)(=O)O (thiosalicylic acid). Reagents/catalysts: [Cu] (copper), [Zn] (zinc). The solvent is [OH-].[Na+] (sodium hydroxide). Yields the product S(C1=CC=C(C(=O)O)C=C1)C1=C(C(=O)O)C=CC=C1 (2,4′-thiobis(benzoic acid)). Reaction SMILES: I[C:2]1[CH:10]=[CH:9][C:5]([C:6]([OH:8])=[O:7])=[CH:4][CH:3]=1.[C:11]([OH:20])(=[O:19])[C:12]1[C:13](=[CH:15][CH:16]=[CH:17][CH:18]=1)[SH:14]>[Cu].[Zn].[OH-].[Na+]>[S:14]([C:13]1[CH:15]=[CH:16][CH:17]=[CH:18][C:12]=1[C:11]([OH:20])=[O:19])[C:2]1[CH:10]=[CH:9][C:5]([C:6]([OH:8])=[O:7])=[CH:4][CH:3]=1 |f:4.5|. Procedure: First, 2,4′-thiobis(benzoic acid) was prepared. A mixture of 4-iodobenzoic acid (55.7 g, 225 mmol), thiosalicylic acid (34.6 g, 225 mmol), copper powder (15 g, 236 mmol), zinc powder (3 g, 46 mmol), and 2.5 M aqueous sodium hydroxide (400 mL) was heated at reflux for 5 h and then cooled to ambient. The reaction mixture was filtered, and the filtrate was acidified with concentrated HCl. The precipitate was collected and washed with water, then dissolved and filtered. The filtrate was concentrated... Reactants: [Br-], CCCC[N+](CCCC)(CCCC)CCCC, CSC1CC(=O)N1, CCOC(C)=O, O=C(CI)OCc1ccc([N+](=O)[O-])cc1, [K+], C1CCOC1, [OH-]. Product: CSC1CC(=O)N1CC(=O)OCc1ccc([N+](=O)[O-])cc1. As a reaction SMILES: [Br-:25].[CH3:26][CH2:27][CH2:28][CH2:29][N+:30]([CH2:31][CH2:32][CH2:33][CH3:34])([CH2:35][CH2:36][CH2:37][CH3:38])[CH2:39][CH2:40][CH2:41][CH3:42].[CH3:3][S:4][CH:5]1[CH2:6][C:7](=[O:9])[NH:8]1.[CH3:48][CH2:49][O:50][C:51](=[O:52])[CH3:53].[I:10][CH2:11][C:12](=[O:13])[O:14][CH2:15][c:16]1[cH:17][cH:18][c:19]([N+:22](=[O:23])[O-:24])[cH:20][cH:21]1.[K+:2].[O:43]1[CH2:44][CH2:45][CH2:46][CH2:47]1.[OH-:1]>>[CH3:3][S:4][CH:5]1[CH2:6][C:7](=[O:9])[N:8]1[CH2:11][C:12](=[O:13])[O:14][CH2:15][c:16]1[cH:17][cH:18][c:19]([N+:22](=[O:23])[O-:24])[cH:20][cH:21]1. Starting materials: NC=1C=C2C(=C(C=NC2=CC1)C#N)NC1=CC(=CC=C1)C (6-amino-4-[(3-methylphenyl)amino]-3-quinolinecarbonitrile), ClC(=O)OCC(C)C (isobutyl chloroformate), CN1CCOCC1 (N-methylmorpholine), C(C#CC)(=O)O (2-butynoic acid), C1CCOC1 (THF). Solvent: O (water). Run at temperature 0 celsius, time 10 minute. Yields the product C(#N)C=1C(=NC2=CC=C(C=C2C1)NC(C#CC)=O)NC1=CC(=CC=C1)C (N-{3-Cyano-[(3-methylphenyl)amino]-6-quinolinyl}-2-butynamide). RXN SMILES: [C:1]([OH:6])(=O)[C:2]#[C:3][CH3:4].ClC(O[CH2:11][CH:12]([CH3:14])[CH3:13])=O.C[N:16]1CCO[CH2:18][CH2:17]1.[NH2:22][C:23]1[CH:24]=[C:25]2[C:30](=[CH:31][CH:32]=1)[N:29]=[CH:28][C:27]([C:33]#[N:34])=[C:26]2NC1C=CC=C(C)C=1.[CH2:43]1COCC1>O>[C:33]([C:27]1[C:28]([NH:16][C:17]2[CH:18]=[CH:43][CH:13]=[C:12]([CH3:14])[CH:11]=2)=[N:29][C:30]2[C:25]([CH:26]=1)=[CH:24][C:23]([NH:22][C:1](=[O:6])[C:2]#[C:3][CH3:4])=[CH:32][CH:31]=2)#[N:34]. Procedure details: Dissolved 597 mg (7.10 mmol) 2-butynoic acid in 25 ml THF under N2 and chilled to 0° C. Added 950 μl (7.30 mmol) isobutyl chloroformate and 780 μl (7.10 mmol) N-methylmorpholine and stirred for 10 minutes. Added dropwise a solution of 778 mg (2.84 mmol 6-amino-4-[(3-methylphenyl)amino]-3-quinolinecarbonitrile, stirred for 15 minutes at 0° C. and then at 25° C. overnight. Stripped solvent and slurried residue with water, drying the gummy solid in vacuo briefly. Boiled solid in ethyl acetate and c...